From a dataset of the Open Reaction Database (ORD), a public repository of structured organic reaction records. describe an organic reaction: reactants, conditions, products, and yield RXN SMILES: C1C(=O)N(OC(ON2C(=O)CCC2=O)=O)[C:3](=[O:4])C1.[CH2:19]([N:21]([CH:25](C)C)[CH:22](C)C)C.[NH2:28][C@H:29]([CH2:46][C:47]1[C:55]2[C:50](=[CH:51][CH:52]=[CH:53][CH:54]=2)[NH:49][CH:48]=1)[C:30]([N:32]1[C:41]2[C:36](=[CH:37][CH:38]=[CH:39][CH:40]=2)[CH2:35][CH:34](CN(C)C)[CH2:33]1)=[O:31].[Cl:56][C:57]1[CH:62]=[CH:61][CH:60]=[CH:59][C:58]=1[N:63]1[CH2:68][CH2:67][NH:66][CH2:65][CH2:64]1.C(=O)([O-])O.[Na+]>C(#N)C>[Cl:56][C:57]1[CH:62]=[CH:61][CH:60]=[CH:59][C:58]=1[N:63]1[CH2:68][CH2:67][N:66]([C:3]([NH:28][C@H:29]([CH:46]([CH2:19][N:21]([CH3:25])[CH3:22])[C:47]2[C:55]3[C:50](=[CH:51][CH:52]=[CH:53][CH:54]=3)[NH:49][CH:48]=2)[C:30]([N:32]2[C:41]3[C:36](=[CH:37][CH:38]=[CH:39][CH:40]=3)[CH2:35][CH2:34][CH2:33]2)=[O:31])=[O:4])[CH2:65][CH2:64]1 |f:4.5|. The product is ClC1=C(C=CC=C1)N1CCN(CC1)C(=O)N[C@@H](C(=O)N1CCCC2=CC=CC=C12)C(C1=CNC2=CC=CC=C12)CN(C)C (1-[2-(R)-[4-(2-Chlorophenyl)piperazin-1-yl]carbonylamino-3-(R,S)-(N,N-dimethylamino)methyl-3-(indol-3-yl)propanoyl]-1,2,3,4-tetrahydroquinoline). Procedure details: N,N′-Disuccinimidyl carbonate (102 mg) and N-ethyldiisopropylamine (0.14 ml) were added to an acetonitrile (5 ml) solution of 1-[2-(R)-amino-3-(indol-3-yl)propanoyl]-3-(R,S)-(N,N-dimethylamino)methyl-1,2,3,4-tetrahydroquinoline (150 mg). The reaction mixture was stirred at room temperature for 30 minutes, to which were added an acetonitrile (1 ml) solution of 1-(2-chlorophenyl)piperazine (78 mg) and N-ethyldiusopropylamine (0.07 ml). The reaction mixture was stirred at room temperature for 2 hou... Run in C(C)#N (acetonitrile), C(C)#N (acetonitrile). Reactants: C(O)([O-])=O.[Na+] (sodium hydrogencarbonate), ClC1=C(C=CC=C1)N1CCNCC1 (1-(2-chlorophenyl)piperazine), C1CC(=O)N(C1=O)OC(=O)ON2C(=O)CCC2=O (N,N′-Disuccinimidyl carbonate), C(C)N(C(C)C)C(C)C (N-ethyldiisopropylamine), N[C@@H](C(=O)N1CC(CC2=CC=CC=C12)CN(C)C)CC1=CNC2=CC=CC=C12 (1-[2-(R)-amino-3-(indol-3-yl)propanoyl]-3-(R,S)-(N,N-dimethylamino)methyl-1,2,3,4-tetrahydroquinoline). Conditions: time 30 minute. Starting materials: CO, Cl, COC(=O)c1nc2n(c1-c1ccc(F)cc1)CCCC2=Cc1ccc(-n2cnc(C)c2)c(OC)c1, [Na+], [OH-]. Product: COc1cc(C=C2CCCn3c2nc(C(=O)O)c3-c2ccc(F)cc2)ccc1-n1cnc(C)c1. RXN SMILES: [CH3:39][OH:40].[ClH:38].[F:3][c:4]1[cH:5][cH:6][c:7](-[c:10]2[c:11]([C:34](=[O:35])[O:36][CH3:37])[n:12][c:13]3[n:14]2[CH2:15][CH2:16][CH2:17][C:18]3=[CH:19][c:20]2[cH:21][c:22]([O:32][CH3:33])[c:23](-[n:26]3[cH:27][n:28][c:29]([CH3:31])[cH:30]3)[cH:24][cH:25]2)[cH:8][cH:9]1.[Na+:2].[OH-:1]>>[F:3][c:4]1[cH:5][cH:6][c:7](-[c:10]2[c:11]([C:34](=[O:35])[OH:36])[n:12][c:13]3[n:14]2[CH2:15][CH2:16][CH2:17][C:18]3=[CH:19][c:20]2[cH:21][c:22]([O:32][CH3:33])[c:23](-[n:26]3[cH:27][n:28][c:29]([CH3:31])[cH:30]3)[cH:24][cH:25]2)[cH:8][cH:9]1. Reactants: Fc1c(Nc2ccccc2)ccc(Br)c1C(F)(F)F, Cl, O=N[O-], [Na+], O. The product is NNc1ccc(Br)c(C(F)(F)F)c1F, Cl. RXN SMILES: [Br:1][c:2]1[c:3]([C:16]([F:17])([F:18])[F:19])[c:4]([F:15])[c:5]([NH:8][c:9]2[cH:10][cH:11][cH:12][cH:13][cH:14]2)[cH:6][cH:7]1.[ClH:24].[N:20]([O-:21])=[O:22].[Na+:23].[OH2:25]>>[Br:1][c:2]1[c:3]([C:16]([F:17])([F:18])[F:19])[c:4]([F:15])[c:5]([NH:8][NH2:20])[cH:6][cH:7]1.[ClH:24]. Product: CC(Oc1cccc2ncnc(Nc3ccc4c(cnn4Cc4cscn4)c3)c12)C(=O)O. Reaction SMILES: [CH2:36]1[O:37][CH2:38][CH2:39][CH2:40]1.[CH3:41][OH:42].[Na+:2].[OH-:1].[s:3]1[cH:4][n:5][c:6]([CH2:8][n:9]2[n:10][cH:11][c:12]3[cH:13][c:14]([NH:18][c:19]4[n:20][cH:21][n:22][c:23]5[cH:24][cH:25][cH:26][c:27]([O:29][CH:30]([C:31](=[O:32])[O:33][CH3:34])[CH3:35])[c:28]45)[cH:15][cH:16][c:17]23)[cH:7]1>>[s:3]1[cH:4][n:5][c:6]([CH2:8][n:9]2[n:10][cH:11][c:12]3[cH:13][c:14]([NH:18][c:19]4[n:20][cH:21][n:22][c:23]5[cH:24][cH:25][cH:26][c:27]([O:29][CH:30]([C:31](=[O:32])[OH:33])[CH3:35])[c:28]45)[cH:15][cH:16][c:17]23)[cH:7]1. Starting materials: C1CCOC1, CO, [Na+], [OH-], COC(=O)C(C)Oc1cccc2ncnc(Nc3ccc4c(cnn4Cc4cscn4)c3)c12.